The task is: describe an organic reaction: reactants, conditions, products, and yield. This data is from the Open Reaction Database (ORD), a public repository of structured organic reaction records. Reactants: N1CCCC1 (pyrrolidine), C(C1=CC=CC=C1)N1[C@H](C(=O)O)CCC1 (1-benzyl-L-proline), ClC(=O)OCC(C)C (isobutyl chloroformate), CN1CCOCC1 (N-methylmorpholine). Run in ClCCl (dichloromethane). Run at time 1 hour. Product: N1(CCCC1)C(=O)C1N(CCC1)CC1=CC=CC=C1 (2-(1-pyrrolidinyl)carbonyl-1-benzylpyrrolidine). The yield is 53.9%. Reaction SMILES: [CH2:1]([N:8]1[CH2:15][CH2:14][CH2:13][C@H:9]1[C:10]([OH:12])=O)[C:2]1[CH:7]=[CH:6][CH:5]=[CH:4][CH:3]=1.C[N:17]1[CH2:22][CH2:21]O[CH2:19][CH2:18]1.ClC(OCC(C)C)=O.N1CCCC1>ClCCl>[N:17]1([C:10]([CH:9]2[CH2:13][CH2:14][CH2:15][N:8]2[CH2:1][C:2]2[CH:3]=[CH:4][CH:5]=[CH:6][CH:7]=2)=[O:12])[CH2:22][CH2:21][CH2:19][CH2:18]1. Procedure: A solution of 1-benzyl-L-proline (50 g) in dichloromethane (300 ml) is cooled with ice. To the solution is added N-methylmorpholine (22.5 g), and then further thereto is added dropwise isobutyl chloroformate (30 g). The mixture is stirred at the same temperature for about one hour, and thereto is added dropwise pyrrolidine (18.8 ml) at the same temperature. The mixture is warmed to room temperature, and stirred for two days. The mixture is washed twice with water (250 ml), and dried over magnesi... The reactants are CC1(CCN(CC1)C(=O)OC(C)(C)C)C(=O)OCC (1-tert-butyl 4-ethyl 4-methylpiperidine-1,4-dicarboxylate), [Li+].[BH4-] (LiBH4). The solvent is O (water), C1CCOC1 (THF), C(C)O (ethanol). Run at time 8 hour. The product is OCC1(CCN(CC1)C(=O)OC(C)(C)C)C (tert-butyl 4-(hydroxymethyl)-4-methylpiperidine-1-carboxylate). Yield: 79.0%. RXN SMILES: [CH3:1][C:2]1([C:15](OCC)=[O:16])[CH2:7][CH2:6][N:5]([C:8]([O:10][C:11]([CH3:14])([CH3:13])[CH3:12])=[O:9])[CH2:4][CH2:3]1.[Li+].[BH4-]>C1COCC1.C(O)C.O>[OH:16][CH2:15][C:2]1([CH3:1])[CH2:7][CH2:6][N:5]([C:8]([O:10][C:11]([CH3:14])([CH3:13])[CH3:12])=[O:9])[CH2:4][CH2:3]1 |f:1.2|. Procedure details: To a mixture of 1-tert-butyl 4-ethyl 4-methylpiperidine-1,4-dicarboxylate (0.10 g, 0.37 mmol) in THF (10 mL) and ethanol (20 mL) was added LiBH4 (0.032 g, 1.5 mmol). The mixture was stirred for about 8 h at rt. The mixture was diluted with water (20 mL) and extracted with EtOAc (3×20 mL). The EtOAc extracts were combined, dried over anhydrous Na2SO4, and concentrated in vacuo to give tert-butyl 4-(hydroxymethyl)-4-methylpiperidine-1-carboxylate (0.067 g, 80%): LC/MS (Table 2, Method i) Rt=0.29 m... Reactants: Cl.NC=1C=C(C=CC1)C=1N=C(NC1)C1=CC=C(C=C1)CCC(=O)OC (4-(3-amino-phenyl)-2-[4-(2-methoxycarbonyl-ethyl)-phenyl]-imidazole-hydrochloride), N#CN (cyanamide). The solvent is O1CCOCC1 (dioxane). The product is Cl.N(C(=N)N)C=1C=C(C=CC1)C=1N=C(NC1)C1=CC=C(C=C1)CCC(=O)OC (4-(3-Guanidino-phenyl)-2-[4-(2-methoxycarbonyl-ethyl)-phenyl]-imidazole-hydrochloride). As a reaction SMILES: [ClH:1].[NH2:2][C:3]1[CH:4]=[C:5]([C:9]2[N:10]=[C:11]([C:14]3[CH:19]=[CH:18][C:17]([CH2:20][CH2:21][C:22]([O:24][CH3:25])=[O:23])=[CH:16][CH:15]=3)[NH:12][CH:13]=2)[CH:6]=[CH:7][CH:8]=1.[N:26]#[C:27][NH2:28]>O1CCOCC1>[ClH:1].[NH:2]([C:3]1[CH:4]=[C:5]([C:9]2[N:10]=[C:11]([C:14]3[CH:19]=[CH:18][C:17]([CH2:20][CH2:21][C:22]([O:24][CH3:25])=[O:23])=[CH:16][CH:15]=3)[NH:12][CH:13]=2)[CH:6]=[CH:7][CH:8]=1)[C:27]([NH2:28])=[NH:26] |f:0.1,4.5|. Procedure: Prepared from 4-(3-amino-phenyl)-2-[4-(2-methoxycarbonyl-ethyl)-phenyl]-imidazole-hydrochloride by refluxing for three hours with cyanamide in dioxane. Reactants: CCOC(C)=O, O=C([O-])O, CN(C)CCCC(NC(=O)NCCc1ccccc1)c1ccc(C(=O)Nc2ccccc2NC(=O)OC(C)(C)C)nc1, CO, Cl, [Na+]. Yields the product CN(C)CCCC(NC(=O)NCCc1ccccc1)c1ccc(C(=O)Nc2ccccc2N)nc1. As a reaction SMILES: [C:1]([O:2][CH2:3][CH3:4])(=[O:5])[CH3:6].[C:50](=[O:51])([O-:52])[OH:53].[C:8]([O:9][C:10](=[O:11])[NH:15][c:16]1[c:17]([NH:22][C:23](=[O:24])[c:25]2[n:26][cH:27][c:28]([CH:31]([CH2:32][CH2:33][CH2:34][N:35]([CH3:36])[CH3:37])[NH:38][C:39](=[O:40])[NH:41][CH2:42][CH2:43][c:44]3[cH:45][cH:46][cH:47][cH:48][cH:49]3)[cH:29][cH:30]2)[cH:18][cH:19][cH:20][cH:21]1)([CH3:12])([CH3:13])[CH3:14].[CH3:55][OH:56].[ClH:7].[Na+:54]>>[NH2:15][c:16]1[c:17]([NH:22][C:23](=[O:24])[c:25]2[n:26][cH:27][c:28]([CH:31]([CH2:32][CH2:33][CH2:34][N:35]([CH3:36])[CH3:37])[NH:38][C:39](=[O:40])[NH:41][CH2:42][CH2:43][c:44]3[cH:45][cH:46][cH:47][cH:48][cH:49]3)[cH:29][cH:30]2)[cH:18][cH:19][cH:20][cH:21]1. Reaction SMILES: [CH3:13][c:14]1[c:15]([CH2:16][NH2:17])[n:18][cH:19][c:21]([CH3:22])[c:23]1[O:20][CH3:24].[CH3:1][c:2]1[c:3]([C:11]#[N:12])[n:4][cH:5][c:6]([CH3:10])[c:7]1[O:8][CH3:9].[N:25]([O-:26])=[O:27].[Na+:28]>>[CH3:1][c:2]1[c:3]([CH2:11][OH:20])[n:4][cH:5][c:6]([CH3:10])[c:7]1[O:8][CH3:9]. Reactants: COc1c(C)cnc(CN)c1C, COc1c(C)cnc(C#N)c1C, O=N[O-], [Na+]. Yields the product COc1c(C)cnc(CO)c1C. As a reaction SMILES: [CH3:1][C:2]1[CH:7]=[CH:6][C:5](/[CH:8]=[C:9](/[C:14]2[CH:19]=[CH:18][CH:17]=[CH:16][CH:15]=2)\[C:10]([O:12][CH3:13])=[O:11])=[CH:4][CH:3]=1.C1C(=O)N([Br:27])C(=O)C1.CC(N=NC(C#N)(C)C)(C#N)C>C(Cl)(Cl)(Cl)Cl.CCOCC>[Br:27][CH2:1][C:2]1[CH:3]=[CH:4][C:5](/[CH:8]=[C:9](/[C:14]2[CH:19]=[CH:18][CH:17]=[CH:16][CH:15]=2)\[C:10]([O:12][CH3:13])=[O:11])=[CH:6][CH:7]=1. Solvent: CCOCC (Et2O), C(Cl)(Cl)(Cl)Cl (CCl4). Yield: 73.6%. Product: BrCC1=CC=C(C=C1)\C=C(/C(=O)OC)\C1=CC=CC=C1 (methyl (Z)-3-(4-bromomethylphenyl)-2-phenylpropenoate). Reported procedure: To a solution of the product of Step B (31 mg, 0.123 mmol) in dry CCl4 (1 mL) under N2 were added NBS (20 mg, 0.9 eq) and a catalytic amount of AIBN. The mixture was stirred at reflux under N2 for 1.5 hours. The mixture was cooled to room temperature, diluted with Et2O and filtered to remove the precipitated succinimide. The filtrate was concentrated in vacuo and the residue was purified on a silica gel flash chromatography column eluted with 15:1 hexane/EtOAc to afford 27.4 mg (67%) of the titl... The reactants are CC1=CC=C(C=C1)\C=C(/C(=O)OC)\C1=CC=CC=C1 (methyl (Z)-3-(4-methylphenyl)-2-phenylpropenoate), C1CC(=O)N(C1=O)Br (NBS), CC(C)(C#N)N=NC(C)(C)C#N (AIBN).